This data is from the Open Reaction Database (ORD), a public repository of structured organic reaction records. The task is: describe an organic reaction: reactants, conditions, products, and yield Reactants: CC(=O)OC(C)CCCO, CCCc1cc(C(OCOC)(C(F)(F)F)C(F)(F)F)ccc1O, CCOC(=O)N=NC(=O)[O-], C1CCOC1, c1ccc(P(c2ccccc2)c2ccccc2)cc1. The product is CCCc1cc(C(OCOC)(C(F)(F)F)C(F)(F)F)ccc1OCCCC(C)OC(C)=O. RXN SMILES: [C:1]([CH3:2])(=[O:3])[O:4][CH:5]([CH3:6])[CH2:7][CH2:8][CH2:9][OH:10].[F:40][C:41]([C:42]([C:43]([F:44])([F:45])[F:46])([O:47][CH2:48][O:49][CH3:50])[c:51]1[cH:52][c:53]([CH2:58][CH2:59][CH3:60])[c:54]([OH:57])[cH:55][cH:56]1)([F:61])[F:62].[N:30]([C:31]([O:32][CH2:33][CH3:34])=[O:35])=[N:36][C:37]([O-:38])=[O:39].[O:63]1[CH2:64][CH2:65][CH2:66][CH2:67]1.[c:11]1([P:12]([c:13]2[cH:14][cH:15][cH:16][cH:17][cH:18]2)[c:19]2[cH:20][cH:21][cH:22][cH:23][cH:24]2)[cH:25][cH:26][cH:27][cH:28][cH:29]1>>[C:1]([CH3:2])(=[O:3])[O:4][CH:5]([CH3:6])[CH2:7][CH2:8][CH2:9][O:10][c:54]1[c:53]([CH2:58][CH2:59][CH3:60])[cH:52][c:51]([C:42]([C:41]([F:40])([F:61])[F:62])([C:43]([F:44])([F:45])[F:46])[O:47][CH2:48][O:49][CH3:50])[cH:56][cH:55]1. The reactants are C(#N)C1=C(CN2C(=NN=C(C2=O)C)N2C[C@@H](CCC2)NC(OC(C)(C)C)=O)C=C(C=C1)F ((R)-tert-butyl 1-(4-(2-cyano-5-fluorobenzyl)-6-methyl-5-oxo-4,5-dihydro-1,2,4-triazin-3-yl)piperidin-3-ylcarbamate), C(=O)(C(F)(F)F)O (TFA), C(=O)(O)[O-].[Na+] (NaHCO3). Run in ClCCl (dichloromethane). Run at time 1 hour. Yields the product N[C@H]1CN(CCC1)C1=NN=C(C(N1CC1=C(C#N)C=CC(=C1)F)=O)C ((R)-2((3-(3-aminopiperidin-1-yl)-6-methyl-5-oxo-1,2,4-triazin-4(5H)-yl)methyl)-4-fluorobenzonitrile). Reaction SMILES: [C:1]([C:3]1[CH:31]=[CH:30][C:29]([F:32])=[CH:28][C:4]=1[CH2:5][N:6]1[C:11](=[O:12])[C:10]([CH3:13])=[N:9][N:8]=[C:7]1[N:14]1[CH2:19][CH2:18][CH2:17][C@@H:16]([NH:20]C(=O)OC(C)(C)C)[CH2:15]1)#[N:2].C(O)(C(F)(F)F)=O.C([O-])(O)=O.[Na+]>ClCCl>[NH2:20][C@@H:16]1[CH2:17][CH2:18][CH2:19][N:14]([C:7]2[N:6]([CH2:5][C:4]3[CH:28]=[C:29]([F:32])[CH:30]=[CH:31][C:3]=3[C:1]#[N:2])[C:11](=[O:12])[C:10]([CH3:13])=[N:9][N:8]=2)[CH2:15]1 |f:2.3|. Reported procedure: To a solution of (R)-tert-butyl 1-(4-(2-cyano-5-fluorobenzyl)-6-methyl-5-oxo-4,5-dihydro-1,2,4-triazin-3-yl)piperidin-3-ylcarbamate (20, 37 mg) in dichloromethane (1 mL) was added TFA (0.5 mL) and the mixture was stirred at RT for 1 h. The mixture was carefully neutralized with NaHCO3 (aq, saturated), and extracted with CH2Cl2 (10 mL×3). The combined extracts were dried over Na2SO4 and concentrated to give the crude product, which was purified by column chromatography on silica gel, and eluted w... The reactants are C(C)(C)N(C(C)C)CC (N,N-diisopropylethylamine), O.ON1N=NC2=C1C=CC=C2 (1-hydroxybenzotriazole hydrate), Cl.CN(CCCN=C=NCC)C (N-(3-dimethylaminopropyl)-N′-ethylcarbodiimide hydrochloride), [Br-].[Br-].[NH3+]CCC[P+](C1=CC=CC=C1)(C1=CC=CC=C1)C1=CC=CC=C1 ((3-ammoniopropyl)(triphenyl)phosphonium dibromide), C(C)(C)(C)OC(=O)N(C)CC1(CCOCC1)C(=O)O (4-{[(tert-Butoxycarbonyl)(methyl)amino]methyl}tetrahydro-2H-pyran-4-carboxylic acid). Run in CN(C=O)C (N,N-dimethylformamide), C(Cl)Cl (methylene chloride). Reaction conditions: time 8 hour. Product: [Br-].C(C)(C)(C)OC(=O)N(C)CC1(CCOCC1)C(=O)NCCC[P+](C1=CC=CC=C1)(C1=CC=CC=C1)C1=CC=CC=C1 ((3-{[(4-{[(tert-butoxycarbonyl)(methyl)amino]methyl}-tetrahydro-2H-pyran-4-yl)carbonyl]amino}propyl)(triphenyl)phosphonium bromide). As a reaction SMILES: [C:1]([O:5][C:6]([N:8]([CH2:10][C:11]1([C:17]([OH:19])=O)[CH2:16][CH2:15][O:14][CH2:13][CH2:12]1)[CH3:9])=[O:7])([CH3:4])([CH3:3])[CH3:2].C(N(CC)C(C)C)(C)C.O.ON1C2C=CC=CC=2N=N1.Cl.CN(C)CCCN=C=NCC.[Br-:52].[Br-].[NH3+:54][CH2:55][CH2:56][CH2:57][P+:58]([C:71]1[CH:76]=[CH:75][CH:74]=[CH:73][CH:72]=1)([C:65]1[CH:70]=[CH:69][CH:68]=[CH:67][CH:66]=1)[C:59]1[CH:64]=[CH:63][CH:62]=[CH:61][CH:60]=1>CN(C)C=O.C(Cl)Cl>[Br-:52].[C:1]([O:5][C:6]([N:8]([CH2:10][C:11]1([C:17]([NH:54][CH2:55][CH2:56][CH2:57][P+:58]([C:71]2[CH:76]=[CH:75][CH:74]=[CH:73][CH:72]=2)([C:59]2[CH:60]=[CH:61][CH:62]=[CH:63][CH:64]=2)[C:65]2[CH:70]=[CH:69][CH:68]=[CH:67][CH:66]=2)=[O:19])[CH2:12][CH2:13][O:14][CH2:15][CH2:16]1)[CH3:9])=[O:7])([CH3:2])([CH3:3])[CH3:4] |f:2.3,4.5,6.7.8,11.12|. Procedure: 4-{[(tert-Butoxycarbonyl)(methyl)amino]methyl}tetrahydro-2H-pyran-4-carboxylic acid (549 mg, 2.01 mmol) was dissolved in N,N-dimethylformamide (5.5 mL). To this solution were added N,N-diisopropylethylamine (385 μL, 2.21 mmol), 1-hydroxybenzotriazole hydrate (323 mg, 2.11 mmol), N-(3-dimethylaminopropyl)-N′-ethylcarbodiimide hydrochloride (578 mg, 3.01 mmol), and (3-ammoniopropyl)(triphenyl)phosphonium dibromide (1.16 g, 2.41 mmol). The reaction mixture was stirred overnight at room temperature,...